Dataset: the Open Reaction Database (ORD), a public repository of structured organic reaction records. Task: describe an organic reaction: reactants, conditions, products, and yield The reactants are [OH-].[Zn+2].[OH-] (zinc hydroxide), C(CCCCCCCCCCCCCCCCC)(=O)O (Stearic acid), C(CCCCCCCCCCCCCCC)(=O)O (palmitic acid). Yields the product C(CCCCCCCCCCCCCCCCC)(=O)[O-].[Zn+2].C(CCCCCCCCCCCCCCCCC)(=O)[O-] (zinc stearate), C(CCCCCCCCCCCCCCC)(=O)O (palmitic acid). Reaction SMILES: [C:1]([OH:20])(=[O:19])[CH2:2][CH2:3][CH2:4][CH2:5][CH2:6][CH2:7][CH2:8][CH2:9][CH2:10][CH2:11][CH2:12][CH2:13][CH2:14][CH2:15][CH2:16][CH2:17][CH3:18].[C:21]([OH:38])(=[O:37])[CH2:22][CH2:23][CH2:24][CH2:25][CH2:26][CH2:27][CH2:28][CH2:29][CH2:30][CH2:31][CH2:32][CH2:33][CH2:34][CH2:35][CH3:36].[OH-].[Zn+2:40].[OH-]>>[C:1]([O-:20])(=[O:19])[CH2:2][CH2:3][CH2:4][CH2:5][CH2:6][CH2:7][CH2:8][CH2:9][CH2:10][CH2:11][CH2:12][CH2:13][CH2:14][CH2:15][CH2:16][CH2:17][CH3:18].[Zn+2:40].[C:1]([O-:20])(=[O:19])[CH2:2][CH2:3][CH2:4][CH2:5][CH2:6][CH2:7][CH2:8][CH2:9][CH2:10][CH2:11][CH2:12][CH2:13][CH2:14][CH2:15][CH2:16][CH2:17][CH3:18].[C:21]([OH:38])(=[O:37])[CH2:22][CH2:23][CH2:24][CH2:25][CH2:26][CH2:27][CH2:28][CH2:29][CH2:30][CH2:31][CH2:32][CH2:33][CH2:34][CH2:35][CH3:36] |f:2.3.4,5.6.7|. Procedure details: Stearic acid and palmitic acid were mixed at a mass ratio of 65:35 to prepare a mixture, and zinc hydroxide was mixed and melted with the resulting mixture to be reacted therewith, and then dried to produce particles in which zinc stearate and palmitic acid were dissolved in each other (particle diameter: 11 μm to 23 μm). A part of the particles thus produced was dissolved in a hydrochloric acid-methanol solution, and the product was heated to 80° C. to methylate the stearic acid and palmitic ac... Reactants: O=C([O-])[O-], OCCCCCl, Oc1c(Cl)cc(OCc2ccccc2)cc1Cl, [K+], [K+], CN(C)C=O. Product: OCCCCOc1c(Cl)cc(OCc2ccccc2)cc1Cl. As a reaction SMILES: [C:24](=[O:25])([O-:26])[O-:27].[Cl:18][CH2:19][CH2:20][CH2:21][CH2:22][OH:23].[Cl:1][c:2]1[c:3]([OH:17])[c:4]([Cl:16])[cH:5][c:6]([O:8][CH2:9][c:10]2[cH:11][cH:12][cH:13][cH:14][cH:15]2)[cH:7]1.[K+:28].[K+:29].[O:30]=[CH:31][N:32]([CH3:33])[CH3:34]>>[Cl:1][c:2]1[c:3]([O:17][CH2:19][CH2:20][CH2:21][CH2:22][OH:23])[c:4]([Cl:16])[cH:5][c:6]([O:8][CH2:9][c:10]2[cH:11][cH:12][cH:13][cH:14][cH:15]2)[cH:7]1. Starting materials: CON=C(C(=O)OC)c1ccccc1COc1ccccc1C, CN. The product is CNC(=O)C(=NOC)c1ccccc1COc1ccccc1C. As a reaction SMILES: [CH3:1][O:2][N:3]=[C:4]([C:5](=[O:6])[O:7][CH3:8])[c:9]1[c:10]([CH2:15][O:16][c:17]2[c:18]([CH3:23])[cH:19][cH:20][cH:21][cH:22]2)[cH:11][cH:12][cH:13][cH:14]1.[CH3:24][NH2:25]>>[CH3:1][O:2][N:3]=[C:4]([C:5](=[O:6])[NH:25][CH3:24])[c:9]1[c:10]([CH2:15][O:16][c:17]2[c:18]([CH3:23])[cH:19][cH:20][cH:21][cH:22]2)[cH:11][cH:12][cH:13][cH:14]1. Procedure details: The desired compound was prepared according to the procedure of Example A20, using N-[6-chloro-2,4,8,22-tetraazatetracyclo[14.3.1.1(3,7).1(9,13)]docosa-1(20),3(22),4,6,9(21),10,12,16,18-nonaen-12-yl]-2-piperidin-4-ylacetamide bis(trifluoroacetate) and 5-methoxyisoxazole-3-carbonyl chloride as starting materials in 31% yield. 1H NMR (300 MHz, DMSO-d6): δ 9.45 (s, 1H), 9.36 (s, 2H), 8.12 (s, 1H), 7.98 (s, 1H), 7.73 (s, 1H), 7.21 (d, 1H), 7.04 (m, 2H), 6.87 (d, 1H), 6.78 (d, 1H), 6.41 (s, 1H), 4.42... Reactants: FC(C(=O)O)(F)F.FC(C(=O)O)(F)F.ClC=1C=NC=2NC=3C=CC=C(CCC4=C(C=CC(NC1N2)=C4)NC(CC4CCNCC4)=O)C3 (N-[6-chloro-2,4,8,22-tetraazatetracyclo[14.3.1.1(3,7).1(9,13)]docosa-1(20),3(22),4,6,9(21),10,12,16,18-nonaen-12-yl]-2-piperidin-4-ylacetamide bis(trifluoroacetate)), COC1=CC(=NO1)C(=O)Cl (5-methoxyisoxazole-3-carbonyl chloride). Reaction SMILES: [F:1][C:2]([F:7])([F:6])[C:3]([OH:5])=[O:4].F[C:9](F)(F)[C:10]([OH:12])=O.[Cl:15][C:16]1[CH:17]=[N:18][C:19]2[NH:20][C:21]3[CH:22]=[CH:23][CH:24]=[C:25]([CH:47]=3)[CH2:26][CH2:27][C:28]3[CH:36]=[C:32]([NH:33][C:34]=1[N:35]=2)[CH:31]=[CH:30][C:29]=3[NH:37][C:38](=[O:46])[CH2:39][CH:40]1[CH2:45][CH2:44][NH:43][CH2:42][CH2:41]1.COC1O[N:53]=[C:52]([C:55](Cl)=[O:56])[CH:51]=1>>[F:1][C:2]([F:7])([F:6])[C:3]([OH:5])=[O:4].[Cl:15][C:16]1[CH:17]=[N:18][C:19]2[NH:20][C:21]3[CH:22]=[CH:23][CH:24]=[C:25]([CH:47]=3)[CH2:26][CH2:27][C:28]3[CH:36]=[C:32]([NH:33][C:34]=1[N:35]=2)[CH:31]=[CH:30][C:29]=3[NH:37][C:38](=[O:46])[CH2:39][CH:40]1[CH2:45][CH2:44][N:43]([C:55]([C:52]2[CH:51]=[C:10]([CH3:9])[O:12][N:53]=2)=[O:56])[CH2:42][CH2:41]1 |f:0.1.2,4.5|. Isolated yield 31.0%. Yields the product FC(C(=O)O)(F)F.ClC=1C=NC=2NC=3C=CC=C(CCC4=C(C=CC(NC1N2)=C4)NC(CC4CCN(CC4)C(=O)C4=NOC(=C4)C)=O)C3 (N-[6-Chloro-2,4,8,22-tetraazatetracyclo[14.3.1.1(3,7).1(9,13)]docosa-1(20),3(22),4,6,9(21),10,12,16,18-nonaen-12-yl]-2-{1-[(5-methylisoxazol-3-yl)carbonyl]piperidin-4-yl}acetamide trifluoroacetate). Starting materials: O (Water), ClC(COC(NC1=CC(=CC=C1)OC=1C=NC=CC1)=O)(Cl)Cl (2,2,2-trichloroethyl-3-(pyridin-3-yloxy)phenylcarbamate), NC1=CC(=NN1)C(C)(C)C (5-amino-3-t-butylpyrazole), CCN(C(C)C)C(C)C (i-Pr2NEt). The solvent is CN(C)C=O (DMF). Conditions: temperature 100 celsius, time 8 hour. Product: C(C)(C)(C)C1=NNC(=C1)NC(=O)NC1=CC(=CC=C1)OC=1C=NC=CC1 (1-(3-t-butyl-1H-pyrazol-5-yl)-3-(3-(pyridin-3-yloxy)phenyl)urea), desired product. The yield is 67.3%. Reaction SMILES: ClC(Cl)(Cl)CO[C:5](=[O:20])[NH:6][C:7]1[CH:12]=[CH:11][CH:10]=[C:9]([O:13][C:14]2[CH:15]=[N:16][CH:17]=[CH:18][CH:19]=2)[CH:8]=1.[NH2:23][C:24]1[NH:28][N:27]=[C:26]([C:29]([CH3:32])([CH3:31])[CH3:30])[CH:25]=1.CCN(C(C)C)C(C)C.O>CN(C=O)C>[C:29]([C:26]1[CH:25]=[C:24]([NH:23][C:5]([NH:6][C:7]2[CH:12]=[CH:11][CH:10]=[C:9]([O:13][C:14]3[CH:15]=[N:16][CH:17]=[CH:18][CH:19]=3)[CH:8]=2)=[O:20])[NH:28][N:27]=1)([CH3:32])([CH3:31])[CH3:30]. Procedure: A mixture of 2,2,2-trichloroethyl-3-(pyridin-3-yloxy)phenylcarbamate (0.040 g, 0.11 mmol), 5-amino-3-t-butylpyrazole (0.031 g, 0.22 mmol) and i-Pr2NEt (0.029 g, 0.22 mmol) in DMF (2 mL) was stirred at 100° C. overnight. Water (20 mL) was added and the mixture was extracted with EtOAc (3×100 mL), dried (MgSO4), concentrated and purified via column chromatography to yield 1-(3-t-butyl-1H-pyrazol-5-yl)-3-(3-(pyridin-3-yloxy)phenyl)urea (26 mg, 67% yield) of the desired product as a red-brown oil. 1...